Dataset: the Open Reaction Database (ORD), a public repository of structured organic reaction records. Task: describe an organic reaction: reactants, conditions, products, and yield Starting materials: N1(CCOCC1)C1=NC(=CC=2N1C=C(N2)C2=CC=CC=C2)N (5-morpholin-4-yl-2-phenyl-imidazo[1,2-c]pyrimidin-7-ylamine), N—N-diisopropylethylamine, F[B-](F)(F)F.N1(N=NC2=C1C=CC=C2)OC(=[N+](C)C)N(C)C (2-(1H-benzotriazole-1-yl)-1,1,3,3-tetramethyluronium tetrafluoroborate), ClC1=C(N(N=C1)C)C(=O)O (4-chloro-2-methyl-2H-pyrazole-3-carboxylic acid). Solvent: CN(C)C=O (DMF), C(C)(=O)OCC (ethyl acetate). Run at time 30 minute. Product: N1(CCOCC1)C1=NC(=CC=2N1C=C(N2)C2=CC=CC=C2)NC(=O)C=2N(N=CC2Cl)C (4-Chloro-2-methyl-2H-pyrazole-3-carboxylic acid (5-morpholin-4-yl-2-phenyl-imidazo[1,2-c]pyrimidin-7-yl)-amide). Yield: 1.5%. As a reaction SMILES: F[B-](F)(F)F.N1(OC(N(C)C)=[N+](C)C)C2C=CC=CC=2N=N1.[Cl:23][C:24]1[CH:28]=[N:27][N:26]([CH3:29])[C:25]=1[C:30]([OH:32])=O.[N:33]1([C:39]2[N:44]3[CH:45]=[C:46]([C:48]4[CH:53]=[CH:52][CH:51]=[CH:50][CH:49]=4)[N:47]=[C:43]3[CH:42]=[C:41]([NH2:54])[N:40]=2)[CH2:38][CH2:37][O:36][CH2:35][CH2:34]1>CN(C=O)C.C(OCC)(=O)C>[N:33]1([C:39]2[N:44]3[CH:45]=[C:46]([C:48]4[CH:53]=[CH:52][CH:51]=[CH:50][CH:49]=4)[N:47]=[C:43]3[CH:42]=[C:41]([NH:54][C:30]([C:25]3[N:26]([CH3:29])[N:27]=[CH:28][C:24]=3[Cl:23])=[O:32])[N:40]=2)[CH2:38][CH2:37][O:36][CH2:35][CH2:34]1 |f:0.1|. Procedure details: Under an atmosphere of nitrogen, N—N-diisopropylethylamine (121 mg) and 2-(1H-benzotriazole-1-yl)-1,1,3,3-tetramethyluronium tetrafluoroborate (TBTU, 120 mg) were added to a solution of 4-chloro-2-methyl-2H-pyrazole-3-carboxylic acid (50 mg, 0.31 mmol, Art-Chem B000148) in DMF (3 ml). After 30 min, 5-morpholin-4-yl-2-phenyl-imidazo[1,2-c]pyrimidin-7-ylamine (110 mg, 0.37 mmol) was added, and the black solution was stirred at r.t. overnight. The reaction mixture was taken up in ethyl acetate and ... The reactants are O=C1OC2(CN1)CN([C@@H](C2)C(=O)OC(C)(C)C)C(=O)OC(C)(C)C ((8S)-di-tert-butyl 2-oxo-1-oxa-3,7-diazaspiro[4.4]nonane-7,8-dicarboxylate), ClC=1C=C(C=CC1)Br (3-chloro bromobenzene). The product is ClC=1C=C(C=CC1)N1C(O[C@]2(C1)CN([C@@H](C2)C(=O)OC(C)(C)C)C(=O)OC(C)(C)C)=O ((5S,8S)-di-tert-butyl 3-(3-chlorophenyl)-2-oxo-1-oxa-3,7-diazaspiro[4.4]nonane-7,8-dicarboxylate). Isolated yield 36.1%. Reaction SMILES: [O:1]=[C:2]1[NH:6][CH2:5][C:4]2([CH2:10][C@@H:9]([C:11]([O:13][C:14]([CH3:17])([CH3:16])[CH3:15])=[O:12])[N:8]([C:18]([O:20][C:21]([CH3:24])([CH3:23])[CH3:22])=[O:19])[CH2:7]2)[O:3]1.[Cl:25][C:26]1[CH:27]=[C:28](Br)[CH:29]=[CH:30][CH:31]=1>>[Cl:25][C:26]1[CH:31]=[C:30]([N:6]2[CH2:5][C@@:4]3([CH2:10][C@@H:9]([C:11]([O:13][C:14]([CH3:16])([CH3:17])[CH3:15])=[O:12])[N:8]([C:18]([O:20][C:21]([CH3:24])([CH3:23])[CH3:22])=[O:19])[CH2:7]3)[O:3][C:2]2=[O:1])[CH:29]=[CH:28][CH:27]=1. Procedure details: Following the same procedure as Example 1 step 3 using (8S)-di-tert-butyl 2-oxo-1-oxa-3,7-diazaspiro[4.4]nonane-7,8-dicarboxylate (8S)-di-tert-butyl 2-oxo-1-oxa-3,7-diazaspiro[4.4]nonane-7,8-dicarboxylate (B1) (224 mg, 0.654 mmol) and 3-chloro bromobenzene (230 μL, 1.962 mmol, 3 eq.) gave 107 mg (0.236 mmol) of (5S,8S)-di-tert-butyl 3-(3-chlorophenyl)-2-oxo-1-oxa-3,7-diazaspiro[4.4]nonane-7,8-dicarboxylate (A3). 1H NMR (300 MHz, DMSO) 7.68 (m, 1H), 7.55-7.38 (m, 2H), 7.2 (m, 1H), 4.23-4.05 (m, 3... Starting materials: C(C)(C)(C)OC(=O)N1C2C(C(C1CC2)NS(=O)(=O)C2=CC=C(C=C2)OCC2=CC(=NC1=CC=CC=C21)C)C(=O)O (3-[4-(2-methyl-quinolin-4-ylmethoxy)-benzenesulfonylamino]-7-aza-bicyclo[2.2.1]heptane-2,7-dicarboxylic acid 7-tert-butyl ester), NO (hydroxylamine). Product: ONC(=O)C1C2CCC(C1NS(=O)(=O)C1=CC=C(C=C1)OCC1=CC(=NC3=CC=CC=C13)C)N2C(=O)OC(C)(C)C (tert-butyl 2-[(hydroxyamino)carbonyl]-3-[({4-[(2-methylquinolin-4-yl)methoxy]phenyl}sulfonyl)amino]-7-azabicyclo[2.2.1]heptane-7-carboxylate). Reaction SMILES: [C:1]([O:5][C:6]([N:8]1[CH:12]2[CH2:13][CH2:14][CH:9]1[CH:10]([C:38]([OH:40])=O)[CH:11]2[NH:15][S:16]([C:19]1[CH:24]=[CH:23][C:22]([O:25][CH2:26][C:27]2[C:36]3[C:31](=[CH:32][CH:33]=[CH:34][CH:35]=3)[N:30]=[C:29]([CH3:37])[CH:28]=2)=[CH:21][CH:20]=1)(=[O:18])=[O:17])=[O:7])([CH3:4])([CH3:3])[CH3:2].[NH2:41][OH:42]>>[OH:42][NH:41][C:38]([CH:10]1[CH:11]([NH:15][S:16]([C:19]2[CH:20]=[CH:21][C:22]([O:25][CH2:26][C:27]3[C:36]4[C:31](=[CH:32][CH:33]=[CH:34][CH:35]=4)[N:30]=[C:29]([CH3:37])[CH:28]=3)=[CH:23][CH:24]=2)(=[O:18])=[O:17])[CH:12]2[N:8]([C:6]([O:5][C:1]([CH3:3])([CH3:2])[CH3:4])=[O:7])[CH:9]1[CH2:14][CH2:13]2)=[O:40]. Procedure: According to the procedure of Example 24, Step 3, 0.15 g (0.26 mmol) of 3-[4-(2-methyl-quinolin-4-ylmethoxy)-benzenesulfonylamino]-7-aza-bicyclo[2.2.1]heptane-2,7-dicarboxylic acid 7-tert-butyl ester and hydroxylamine gave tert-butyl 2-[(hydroxyamino)carbonyl]-3-[({4-[(2-methylquinolin-4-yl)methoxy]phenyl}sulfonyl)amino]-7-azabicyclo[2.2.1]heptane-7-carboxylate as an amorphous off yellow solid (0.0162 g, 14.7%) after Biotage Flash 40S chromatography, eluting with 5% methanol in ethyl acetate. MS... Starting materials: BrC=1C(=NC=C(C(=O)NC2=CC=C(C=C2)OC(F)(F)Cl)C1)N(CCO)CC (5-bromo-N-(4-(chlorodifluoromethoxy)phenyl)-6-(ethyl(2-hydroxyethyl)amino)nicotinamide), N1=CN=CC(=C1)B(O)O (pyrimidin-5-ylboronic acid). Product: ClC(OC1=CC=C(C=C1)NC(C1=CN=C(C(=C1)C=1C=NC=NC1)N(CCO)CC)=O)(F)F (N-(4-(Chlorodifluoromethoxy)phenyl)-6-(ethyl(2-hydroxyethyl)amino)-5-(pyrimidin-5-yl)nicotinamide). RXN SMILES: Br[C:2]1[C:3]([N:22]([CH2:26][CH3:27])[CH2:23][CH2:24][OH:25])=[N:4][CH:5]=[C:6]([CH:21]=1)[C:7]([NH:9][C:10]1[CH:15]=[CH:14][C:13]([O:16][C:17]([Cl:20])([F:19])[F:18])=[CH:12][CH:11]=1)=[O:8].[N:28]1[CH:33]=[C:32](B(O)O)[CH:31]=[N:30][CH:29]=1>>[Cl:20][C:17]([F:19])([F:18])[O:16][C:13]1[CH:14]=[CH:15][C:10]([NH:9][C:7](=[O:8])[C:6]2[CH:21]=[C:2]([C:32]3[CH:33]=[N:28][CH:29]=[N:30][CH:31]=3)[C:3]([N:22]([CH2:26][CH3:27])[CH2:23][CH2:24][OH:25])=[N:4][CH:5]=2)=[CH:11][CH:12]=1. Procedure: The title compound was prepared in an analogous fashion to that described in Example 169 using 5-bromo-N-(4-(chlorodifluoromethoxy)phenyl)-6-(ethyl(2-hydroxyethyl)amino)nicotinamide (Stage 182.1) and pyrimidin-5-ylboronic acid to afford a light yellow foam. HPLC (Condition 4) tR=5.23 min, UPLC-MS (Condition 3) tR=1.01 min, m/z=464.3 [M+H]+; 1H-NMR (400 MHz, DMSO-d6) δ ppm 0.87 (t, J=6.84 Hz, 3H) 3.14 (m, J=7.00 Hz, 2H) 3.32-3.54 (m, 4H) 4.61 (t, J=5.28 Hz, 1H) 7.34 (d, J=8.21 Hz, 2H) 7.84 (d, J=...